This data is from the Open Reaction Database (ORD), a public repository of structured organic reaction records. The task is: describe an organic reaction: reactants, conditions, products, and yield Starting materials: C(CCC)[Sn](C=1SC=CN1)(CCCC)CCCC (2-tributylstannylthiazole), BrC1=NC(=CC=C1)C1=NC=CC=N1 (2-bromo-6-pyrimidylpyridine). The reagents and catalysts are C=1C=CC(=CC1)[P](C=2C=CC=CC2)(C=3C=CC=CC3)[Pd]([P](C=4C=CC=CC4)(C=5C=CC=CC5)C=6C=CC=CC6)([P](C=7C=CC=CC7)(C=8C=CC=CC8)C=9C=CC=CC9)[P](C=1C=CC=CC1)(C=1C=CC=CC1)C=1C=CC=CC1 (tetrakis(triphenylphosphine)palladium). Solvent: C1(=CC=CC=C1)C (toluene). Conditions: time 16 hour. The product is S1C(=NC=C1)C1=CC=CC(=N1)C1=NC=CC=N1 (2-[6-(1,3-Thiazol-2-yl)pyridin-2-yl]pyrimidine). Reaction SMILES: C([Sn](CCCC)(CCCC)[C:6]1[S:7][CH:8]=[CH:9][N:10]=1)CCC.Br[C:20]1[CH:25]=[CH:24][CH:23]=[C:22]([C:26]2[N:31]=[CH:30][CH:29]=[CH:28][N:27]=2)[N:21]=1>C1(C)C=CC=CC=1.C1C=CC([P]([Pd]([P](C2C=CC=CC=2)(C2C=CC=CC=2)C2C=CC=CC=2)([P](C2C=CC=CC=2)(C2C=CC=CC=2)C2C=CC=CC=2)[P](C2C=CC=CC=2)(C2C=CC=CC=2)C2C=CC=CC=2)(C2C=CC=CC=2)C2C=CC=CC=2)=CC=1>[S:7]1[CH:8]=[CH:9][N:10]=[C:6]1[C:20]1[N:21]=[C:22]([C:26]2[N:27]=[CH:28][CH:29]=[CH:30][N:31]=2)[CH:23]=[CH:24][CH:25]=1 |^1:42,44,63,82|. Procedure: Under argon, 2.69 g (7.18 mmol) of 2-tributylstannylthiazole, 1.69 g (7.18 mmol) of 2-bromo-6-pyrimidylpyridine and 0.49 g (0.43 mmol) of tetrakis(triphenylphosphine)palladium were stirred in 100 ml of toluene at 100° C. for 16 hours. For work-up, the solvent was removed under reduced pressure, the crude product was dissolved in dichloromethane and stirred with saturated potassium fluoride solution for 16 hours, the mixture was filtered through Celite and the organic phase was concentrated. Furt...